The task is: describe an organic reaction: reactants, conditions, products, and yield. This data is from the Open Reaction Database (ORD), a public repository of structured organic reaction records. Reactants: [Br-], CCOCC, CC(=O)Nc1cccc(F)c1C=O, C1CCOC1, Cc1ccccc1[Mg+]. The product is CC(=O)Nc1cccc(F)c1C(O)c1ccccc1C. RXN SMILES: [Br-:14].[CH3:28][CH2:29][O:30][CH2:31][CH3:32].[F:1][c:2]1[c:3]([CH:12]=[O:13])[c:4]([NH:8][C:9]([CH3:10])=[O:11])[cH:5][cH:6][cH:7]1.[O:23]1[CH2:24][CH2:25][CH2:26][CH2:27]1.[c:15]1([CH3:22])[c:16]([Mg+:21])[cH:17][cH:18][cH:19][cH:20]1>>[F:1][c:2]1[c:3]([CH:12]([OH:13])[c:16]2[c:15]([CH3:22])[cH:20][cH:19][cH:18][cH:17]2)[c:4]([NH:8][C:9]([CH3:10])=[O:11])[cH:5][cH:6][cH:7]1. Starting materials: CO, COC1COCCC1NC1CCC(C(=O)N2CC=C(c3cccc(C(F)(F)F)c3)CC2)(C(C)C)C1. The product is COC1COCCC1NC1CCC(C(=O)N2CCC(c3cccc(C(F)(F)F)c3)CC2)(C(C)C)C1. As a reaction SMILES: [CH3:36][OH:37].[CH:1]([CH3:2])([CH3:3])[C:4]1([C:18](=[O:19])[N:20]2[CH2:21][CH2:22][C:23]([c:26]3[cH:27][c:28]([C:32]([F:33])([F:34])[F:35])[cH:29][cH:30][cH:31]3)=[CH:24][CH2:25]2)[CH2:5][CH:6]([NH:9][CH:10]2[CH:11]([O:16][CH3:17])[CH2:12][O:13][CH2:14][CH2:15]2)[CH2:7][CH2:8]1>>[CH:1]([CH3:2])([CH3:3])[C:4]1([C:18](=[O:19])[N:20]2[CH2:21][CH2:22][CH:23]([c:26]3[cH:27][c:28]([C:32]([F:33])([F:34])[F:35])[cH:29][cH:30][cH:31]3)[CH2:24][CH2:25]2)[CH2:5][CH:6]([NH:9][CH:10]2[CH:11]([O:16][CH3:17])[CH2:12][O:13][CH2:14][CH2:15]2)[CH2:7][CH2:8]1. Starting materials: N(=[N+]=[N-])[Sn](CCCC)(CCCC)CCCC (azidotributyltin), COC(=O)C1CCC(CC1)C#N (4-cyano-cyclohexanecarboxylic acid methyl ester). The solvent is O1CCOCC1 (1,4 dioxane). Reaction conditions: temperature 145 celsius. Yields the product COC(=O)C1CCC(CC1)C1=NN=NN1 (4-(1H-tetrazol-5-yl)-cyclohexanecarboxylic acid methyl ester). The yield is 52.8%. Reaction SMILES: [N:1]([Sn](CCCC)(CCCC)CCCC)=[N+:2]=[N-:3].[CH3:17][O:18][C:19]([CH:21]1[CH2:26][CH2:25][CH:24]([C:27]#[N:28])[CH2:23][CH2:22]1)=[O:20]>O1CCOCC1>[CH3:17][O:18][C:19]([CH:21]1[CH2:26][CH2:25][CH:24]([C:27]2[NH:3][N:2]=[N:1][N:28]=2)[CH2:23][CH2:22]1)=[O:20]. Reported procedure: A mixture of azidotributyltin (1.51 mL, 5.48 mmol), and 4-cyano-cyclohexanecarboxylic acid methyl ester (458 mg, 2.74 mmol) in 1,4 dioxane were sealed in a vial and heated in an oil bath at 145° C. for 4 days. The reaction was concentrated, diluted with aqueous sodium bicarbonate (saturated, 200 mL), washed with ethyl acetate (200 mL), acidified to pH 1 with concentrated HCl, and extracted with ethyl acetate (2×200 mL). The organic layer was washed with brine (200 mL), dried over sodium sulfate,...